From a dataset of the Open Reaction Database (ORD), a public repository of structured organic reaction records. describe an organic reaction: reactants, conditions, products, and yield Starting materials: C(C=C)OCC1=C(C=C(C=C1)[N+](=O)[O-])NC(=N)N ({2-[(2-propenyloxy)-methyl]-5-nitro-phenyl}-guanidine), CN(C=CC(=O)C=1C=NC=CC1)C (3-(dimethylamino)-1-(3-pyridinyl)-2-propen-1-one), C(C)N(C(C)C)C(C)C (ethyl diisopropylamine). The solvent is C(CCC)O (1-butanol), C(C)(=O)OCC (ethyl acetate). Conditions: temperature 120 celsius. The product is C(C=C)OCC1=C(C=C(C=C1)[N+](=O)[O-])NC1=NC=CC(=N1)C=1C=NC=CC1 (N-{2-[(2-Propenyloxy)-methyl]-5-nitro-phenyl}-4-(3-pyridinyl)-2-pyrimidinamine). As a reaction SMILES: [CH2:1]([O:4][CH2:5][C:6]1[CH:11]=[CH:10][C:9]([N+:12]([O-:14])=[O:13])=[CH:8][C:7]=1[NH:15][C:16]([NH2:18])=[NH:17])[CH:2]=[CH2:3].CN(C)[CH:21]=[CH:22][C:23]([C:25]1[CH:26]=[N:27][CH:28]=[CH:29][CH:30]=1)=O.C(N(C(C)C)C(C)C)C>C(O)CCC.C(OCC)(=O)C>[CH2:1]([O:4][CH2:5][C:6]1[CH:11]=[CH:10][C:9]([N+:12]([O-:14])=[O:13])=[CH:8][C:7]=1[NH:15][C:16]1[N:18]=[C:23]([C:25]2[CH:26]=[N:27][CH:28]=[CH:29][CH:30]=2)[CH:22]=[CH:21][N:17]=1)[CH:2]=[CH2:3]. Reported procedure: A stirred mixture of {2-[(2-propenyloxy)-methyl]-5-nitro-phenyl}-guanidine (3.75 g, 15 mmol), 3-(dimethylamino)-1-(3-pyridinyl)-2-propen-1-one (2.60 g, 15 mmol) and ethyl diisopropylamine (2.6 mL, 15 mmol) in 1-butanol (50 mL) is heated at 120° C. for 20 h. The solvent is then evaporated off under reduced pressure to give a residue which is dissolved in ethyl acetate (100 mL). The resulting mixture is filtered (celite), washed with saturated aqueous sodium chloride (50 mL), dried (MgSO4), filter... Reactants: [N+](=O)([O-])C=C(C=C)C (1-nitro-2-methyl-1,3-butadiene), [Na] (sodium), CO (methanol). Conditions: time 8 hour. Yields the product [N+](=O)([O-])CC(=CCOC)C (4-nitro-1-methoxy-3-methyl-2-butene). As a reaction SMILES: [N+:1]([CH:4]=[C:5]([CH3:8])[CH:6]=[CH2:7])([O-:3])=[O:2].[Na].[CH3:10][OH:11]>>[N+:1]([CH2:4][C:5]([CH3:8])=[CH:6][CH2:7][O:11][CH3:10])([O-:3])=[O:2] |^1:8|. Procedure: 0.1 Mol of 1-nitro-2-methyl-1,3-butadiene was added to a solution of 0.1 Mol of sodium in methanol and stirred overnight. The reaction mixture was quenched in ice and extracted with methylene chloride. The oily residue was purified via column chromatography. The product was obtained as a yellow liquid. The reactants are COC1=CC(=C(C=C1)CC(C)=O)C (1-(4-methoxy-2-methylphenyl)propan-2-one), [Se](=O)=O (selenium dioxide). Run in O1CCOCC1 (1,4-dioxane). Reaction conditions: temperature 100 celsius. Product: COC1=CC(=C(C=C1)C(C(C)=O)=O)C (1-(4-methoxy-2-methylphenyl)propane-1,2-dione). RXN SMILES: [CH3:1][O:2][C:3]1[CH:8]=[CH:7][C:6]([CH2:9][C:10](=[O:12])[CH3:11])=[C:5]([CH3:13])[CH:4]=1.[Se](=O)=[O:15]>O1CCOCC1>[CH3:1][O:2][C:3]1[CH:8]=[CH:7][C:6]([C:9](=[O:15])[C:10](=[O:12])[CH3:11])=[C:5]([CH3:13])[CH:4]=1. Reported procedure: C8 (6.00 g, 33.7 mmol) and selenium dioxide (7.47 g, 67.3 mmol) were suspended in 1,4-dioxane (50 mL) and heated at 100° C. for 18 hours. The reaction mixture was cooled to room temperature and filtered through Celite; the filtrate was concentrated in vacuo. Silica gel chromatography (Eluent: 10% ethyl acetate in heptane) afforded the product as a bright yellow oil. Yield: 2.55 g, 13.3 mmol, 39%. LCMS m/z 193.1 [M+H+]. 1H NMR (400 MHz, CDCl3) δ 7.66 (d, J=8.6 Hz, 1H), 6.81 (br d, half of AB quar... Starting materials: 13, O (water), OC1C(=C(C(C1)=O)CCCCCCC(=O)O)C=CC1=CC=CC=C1 (3-hydroxy-5-oxo-2-styrylcyclopent-1-eneheptanoic acid), I(=O)(=O)(=O)[O-].[Na+] (sodium periodate). The reagents and catalysts are [Os](=O)(=O)(=O)=O (osmium tetroxide). Solvent: O1CCOCC1 (dioxane), O1CCOCC1 (dioxane). Reaction conditions: time 4 hour. The product is C(=O)C1=C(C(CC1O)=O)CCCCCCC(=O)O (2-formyl-3-hydroxy-5-oxocyclopent-1-eneheptanoic acid). Reaction SMILES: [OH:1][CH:2]1[CH2:6][C:5](=[O:7])[C:4]([CH2:8][CH2:9][CH2:10][CH2:11][CH2:12][CH2:13][C:14]([OH:16])=[O:15])=[C:3]1[CH:17]=CC1C=CC=CC=1.I([O-])(=O)(=O)=[O:26].[Na+].O>O1CCOCC1.[Os](=O)(=O)(=O)=O>[CH:17]([C:3]1[CH:2]([OH:1])[CH2:6][C:5](=[O:7])[C:4]=1[CH2:8][CH2:9][CH2:10][CH2:11][CH2:12][CH2:13][C:14]([OH:16])=[O:15])=[O:26] |f:1.2|. Procedure: A mixture consisting of 13 parts of 3-hydroxy-5-oxo-2-styrylcyclopent-1-eneheptanoic acid, 17.8 parts of sodium periodate, 55 parts of water, 160 parts of dioxane and 2 parts of 2% osmium tetroxide in dioxane solution is stirred under nitrogen at room temperature for about 4 hours. That reaction mixture is then extracted with ether and the ether layer is separated and extracted several times with 0.5% aqueous sodium chloride. The salt extracts are saturated with sodium chloride, then extracted w... Starting materials: C([O-])([O-])=O.[K+].[K+] (potassium carbonate), C(C)(=O)[O-].C(C)(=O)[O-].C(C)(=O)[O-].C(C)(=O)[O-].[Pb+4] (lead tetraacetate), mercuric diacetate, BrC1=CC(=C(C(=C1)C)B(O)O)C (4-bromo-2,6-dimethylphenylboronic acid). Run at temperature 40 celsius. Yields the product C(C)(=O)[O-].C(C)(=O)[O-].C(C)(=O)[O-].BrC1=CC(=C(C(=C1)C)[Pb+3])C (4-bromo-2,6-dimethylphenyl lead triacetate). The yield is 25.1%. Reaction SMILES: [C:1]([O-:4])(=[O:3])[CH3:2].[C:5]([O-:8])(=[O:7])[CH3:6].[C:9]([O-:12])(=[O:11])[CH3:10].C([O-])(=O)C.[Pb+4:17].[Br:18][C:19]1[CH:24]=[C:23]([CH3:25])[C:22](B(O)O)=[C:21]([CH3:29])[CH:20]=1.C(=O)([O-])[O-].[K+].[K+]>>[C:1]([O-:4])(=[O:3])[CH3:2].[C:5]([O-:8])(=[O:7])[CH3:6].[C:9]([O-:12])(=[O:11])[CH3:10].[Br:18][C:19]1[CH:24]=[C:23]([CH3:25])[C:22]([Pb+3:17])=[C:21]([CH3:29])[CH:20]=1 |f:0.1.2.3.4,6.7.8,9.10.11.12|. Procedure: To a mixture of lead tetraacetate (112.16 g, 0.25 mol) and mercuric diacetate (4.8 g, 0.015 mol), thoroughly flushed with nitrogen, is added anhydrous chloroform (480 ml). This mixture is warmed to 40° C. and 4-bromo-2,6-dimethylphenylboronic acid (48 g, 0.21 mol) is added in one portion and the mixture is stirred and heated at this temperature for 4 hours. After cooling in an ice bath, powdered anhydrous potassium carbonate (350 g) is added rapidly followed by rapid stirring for 5 minutes. The ... Procedure details: For the experiment, helical segments of the basilar artery of pigs were used which were isolated from pig brains supplied by a slaughterhouse. Each strip was fixed in an organ bath consisting of 10 ml of a modified Tyrode solution such that the tissue was under a tension of 10 mN. Tyrode solution is an aqueous solution containing per liter 150.0 mmol of NaCl, 4.0 mmol of KCl, 1.8 mmol of CaCl2.2H2O, 1.1 mmol of MgCl2.6H2O, 25.0 mmol NaHCO3, 0.3 mmol of NaH2PO4.H2O and 11.1 mmol of glucose. The s... RXN SMILES: [Na+].[Cl-].[Cl-].[K+].C([O-])(O)=O.[Na+].O=C[C@@H]([C@H]([C@@H]([C@@H](CO)O)O)O)O.C[C:23]1[N:31](C(C2C=CC(Cl)=CC=2)=O)[C:30]2[CH:29]=[CH:28][C:27]([O:41]C)=[CH:26][C:25]=2[C:24]=1[CH2:43][C:44](O)=O.C[N:48]1[C@@H]2C[C@@H](OC(C(C3C=CC=CC=3)CO)=O)C[C@H]1CC2.CC(NC[C@H](O)COC1C=CC=C2C=CC=CC=12)C.O=O.C(=O)=O>>[CH:28]1[C:27]([OH:41])=[CH:26][C:25]2[C:24]([CH2:43][CH2:44][NH2:48])=[CH:23][NH:31][C:30]=2[CH:29]=1 |f:0.1,2.3,4.5|. The product is C1=CC2=C(C=C1O)C(=CN2)CCN (serotonin). Starting materials: CC1=C(C=2C=C(C=CC2N1C(=O)C=3C=CC(=CC3)Cl)OC)CC(=O)O (indomethacin), CN1[C@@H]2CC[C@H]1C[C@H](C2)OC(=O)C(CO)C=3C=CC=CC3 (atropine), CC(C)NC[C@@H](COC=1C=CC=C2C1C=CC=C2)O (propanolol), [Na+].[Cl-] (NaCl), [Cl-].[K+] (KCl), CaCl2.2H2O, MgCl2.6H2O, C(=O)(O)[O-].[Na+] (NaHCO3), NaH2PO4.H2O, O=C[C@H](O)[C@@H](O)[C@H](O)[C@H](O)CO (glucose), O=O (O2), C(=O)=O (CO2).